From a dataset of the Open Reaction Database (ORD), a public repository of structured organic reaction records. describe an organic reaction: reactants, conditions, products, and yield Starting materials: c1ccccc1CCC(O)C, Clc1ccc(S(=O)(=O)F)cc1 (4-Chlorobenzenesulfonyl fluoride). Reagents/catalysts: N\2=C1\N(CCCCC1)CCC/2 (DBU). Solvent: C1CCCO1 (THF), C1CCCO1 (THF). Run at time 48 hour. Yields the product c1ccccc1CCC(F)C. The yield is 40.0%. RXN SMILES: [Br:1][c:2]1[cH:3][c:4]2[c:5]([S:12](=[O:13])(=[O:14])[c:15]3[cH:16][cH:17][c:18]([F:21])[cH:19][cH:20]3)[cH:6][n:7]([CH3:11])[c:8]2[cH:9][cH:10]1.[CH2:22]1[CH2:23][NH:24][CH2:25][CH2:26][NH:27]1.[CH3:28][S:29]([CH3:30])=[O:31].[OH2:32]>>[Br:1][c:2]1[cH:3][c:4]2[c:5]([S:12](=[O:13])(=[O:14])[c:15]3[cH:16][cH:17][c:18]([N:24]4[CH2:23][CH2:22][NH:27][CH2:26][CH2:25]4)[cH:19][cH:20]3)[cH:6][n:7]([CH3:11])[c:8]2[cH:9][cH:10]1. The product is Cn1cc(S(=O)(=O)c2ccc(N3CCNCC3)cc2)c2cc(Br)ccc21. Starting materials: Cn1cc(S(=O)(=O)c2ccc(F)cc2)c2cc(Br)ccc21, C1CNCCN1, CS(C)=O, O. The reactants are C(C1=CC=CC=C1)[C@H]1N(C(OC1)=O)C([C@@H](CC=C)CC1=CC(=C(C(=C1)C)F)C)=O ((R)-4-benzyl-3-[(S)-2-(4-fluoro-3,5-dimethyl-benzyl)-pent-4-enoyl]-oxazolidin-2-one), FC1=CC=C(C=C1)CCCNC ([3-(4-Fluoro-phenyl)-propyl]-methyl-amine), C(C)(=O)O (acetic acid), [BH-](OC(=O)C)(OC(=O)C)OC(=O)C.[Na+] (NaBH(OAc)3). Solvent: ClC(C)Cl (dichloroethane). Reaction conditions: time 8 hour. Product: C(C1=CC=CC=C1)[C@H]1N(C(OC1)=O)C([C@H](CCN(C)CCCC1=CC=C(C=C1)F)CC1=CC(=C(C(=C1)C)F)C)=O ((R)-4-Benzyl-3-((S)-2-(4-fluoro-3,5-dimethyl-benzyl)-4-{[3-(4-fluoro-phenyl)-propyl]-methyl-amino}-butyryl)-oxazolidin-2-one). The yield is 74.2%. RXN SMILES: [CH2:1]([C@@H:8]1[CH2:12][O:11][C:10](=[O:13])[N:9]1[C:14](=[O:29])[C@H:15]([CH2:19][C:20]1[CH:25]=[C:24]([CH3:26])[C:23]([F:27])=[C:22]([CH3:28])[CH:21]=1)[CH2:16]C=C)[C:2]1[CH:7]=[CH:6][CH:5]=[CH:4][CH:3]=1.[F:30][C:31]1[CH:36]=[CH:35][C:34]([CH2:37][CH2:38][CH2:39][NH:40][CH3:41])=[CH:33][CH:32]=1.[C:42](O)(=O)C.[BH-](OC(C)=O)(OC(C)=O)OC(C)=O.[Na+]>ClC(Cl)C>[CH2:1]([C@@H:8]1[CH2:12][O:11][C:10](=[O:13])[N:9]1[C:14](=[O:29])[C@@H:15]([CH2:19][C:20]1[CH:25]=[C:24]([CH3:26])[C:23]([F:27])=[C:22]([CH3:28])[CH:21]=1)[CH2:16][CH2:41][N:40]([CH2:39][CH2:38][CH2:37][C:34]1[CH:33]=[CH:32][C:31]([F:30])=[CH:36][CH:35]=1)[CH3:42])[C:2]1[CH:3]=[CH:4][CH:5]=[CH:6][CH:7]=1 |f:3.4|. Reported procedure: To a solution of (R)-4-benzyl-3-[(S)-2-(4-fluoro-3,5-dimethyl-benzyl)-pent-4-enoyl]-oxazolidin-2-one (0.045 g, 0.113 mmol), [3-(4-fluoro-phenyl)-propyl]-methyl-amine (C6, 0.023 g, 0.136 mmol), and acetic acid (0.014 g, 0.226 mmol) in 3 mL of dichloroethane, was added NaBH(OAc)3 (0.034 g, 0.158 mmol). After stirring at room temperature overnight, the reaction was quenched with 20 mL of saturated aqueous NaHCO3 solution and the reaction mixture extracted with ethyl acetate (20 mL×3). The combined ... The reactants are CC(=O)Nc1ccccc1OS(=O)(=O)c1ccc(C)cc1, C#CC1=CCCCC1, CCCCCCC, CCOC(C)=O. Product: CC(=O)Nc1ccccc1C#CC1=CCCCC1. As a reaction SMILES: [C:1]([CH3:2])(=[O:3])[NH:4][c:5]1[c:6]([O:11][S:12]([c:13]2[cH:14][cH:15][c:16]([CH3:17])[cH:18][cH:19]2)(=[O:20])=[O:21])[cH:7][cH:8][cH:9][cH:10]1.[C:22](#[CH:23])[C:24]1=[CH:25][CH2:26][CH2:27][CH2:28][CH2:29]1.[CH3:30][CH2:31][CH2:32][CH2:33][CH2:34][CH2:35][CH3:36].[CH3:37][CH2:38][O:39][C:40]([CH3:41])=[O:42]>>[C:1]([CH3:2])(=[O:3])[NH:4][c:5]1[c:6]([C:23]#[C:22][C:24]2=[CH:25][CH2:26][CH2:27][CH2:28][CH2:29]2)[cH:7][cH:8][cH:9][cH:10]1. The reactants are [Br-], Cc1cc(C)cc(C[P+](c2ccccc2)(c2ccccc2)c2ccccc2)c1, O=Cc1cccc(CCCN2C(=O)c3ccccc3C2=O)c1. Product: Cc1cc(C)cc(C=Cc2cccc(CCCN3C(=O)c4ccccc4C3=O)c2)c1. RXN SMILES: [Br-:1].[CH3:2][c:3]1[cH:4][c:5]([CH2:6][P+:7]([c:8]2[cH:9][cH:10][cH:11][cH:12][cH:13]2)([c:14]2[cH:15][cH:16][cH:17][cH:18][cH:19]2)[c:20]2[cH:21][cH:22][cH:23][cH:24][cH:25]2)[cH:26][c:27]([CH3:29])[cH:28]1.[O:30]=[C:31]1[N:32]([CH2:41][CH2:42][CH2:43][c:44]2[cH:45][c:46]([CH:47]=[O:48])[cH:49][cH:50][cH:51]2)[C:33](=[O:40])[c:34]2[cH:35][cH:36][cH:37][cH:38][c:39]21>>[CH3:2][c:3]1[cH:4][c:5]([CH:6]=[CH:47][c:46]2[cH:45][c:44]([CH2:43][CH2:42][CH2:41][N:32]3[C:31](=[O:30])[c:39]4[c:34]([cH:35][cH:36][cH:37][cH:38]4)[C:33]3=[O:40])[cH:51][cH:50][cH:49]2)[cH:26][c:27]([CH3:29])[cH:28]1. Starting materials: [Na] (sodium), ice, Cl.NCC(=O)OCC (ethyl glycinate hydrochloride), O=C(C(=O)OCC)CC(COC1=CC(=CC=C1)C)=O (ethyl 2,4-dioxo-5-(3-methylphenoxy)pentanoate), C([O-])([O-])=O.[K+].[K+] (potassium carbonate). The solvent is O (water), CCOCC (ether), C1=CC=CC=C1 (benzene). Conditions: temperature 5 celsius. The product is CC=1C=C(OCC=2C=C(NC2C(=O)OCC)C(=O)OCC)C=CC1 (diethyl 4-(3-methylphenoxy)methylpyrrole-2,5-dicarboxylate). RXN SMILES: Cl.[NH2:2][CH2:3][C:4]([O:6][CH2:7][CH3:8])=[O:5].O=[C:10]([CH2:16][C:17](=O)[CH2:18][O:19][C:20]1[CH:25]=[CH:24][CH:23]=[C:22]([CH3:26])[CH:21]=1)[C:11]([O:13][CH2:14][CH3:15])=[O:12].C(=O)([O-])[O-].[K+].[K+].[Na]>O.CCOCC.C1C=CC=CC=1>[CH3:26][C:22]1[CH:21]=[C:20]([CH:25]=[CH:24][CH:23]=1)[O:19][CH2:18][C:17]1[CH:16]=[C:10]([C:11]([O:13][CH2:14][CH3:15])=[O:12])[NH:2][C:3]=1[C:4]([O:6][CH2:7][CH3:8])=[O:5] |f:0.1,3.4.5,^1:33|. Procedure: To a stirred, refluxing mixture of ethyl glycinate hydrochloride (100 g, 0.71 m), ethyl 2,4-dioxo-5-(3-methylphenoxy)pentanoate (187 g, 0.71 m) and benzene (650 ml) under a nitrogen atmosphere is added finely powdered anhydrous potassium carbonate (50 g, 0.36 m) in five portions over one hour, the eliminated water being collected in a Dean-Stark trap until the theoretical amount (12.6 ml) is collected. The mixture is cooled to 5° C., then 750 ml dry ethanol is added and sodium metal (16.5 g, 0.7... The reactants are BrC(Br)(Br)Br, CCCCCc1ccc(C2CCC(C=O)CC2)cc1, ClCCl, CCCCCC, c1ccc(P(c2ccccc2)c2ccccc2)cc1. The product is CCCCCc1ccc(C2CCC(C=C(Br)Br)CC2)cc1. As a reaction SMILES: [Br:1][C:2]([Br:3])([Br:4])[Br:5].[CH2:25]([CH2:26][CH2:27][CH2:28][CH3:29])[c:30]1[cH:31][cH:32][c:33]([CH:36]2[CH2:37][CH2:38][CH:39]([CH:42]=[O:43])[CH2:40][CH2:41]2)[cH:34][cH:35]1.[CH2:50]([Cl:51])[Cl:52].[CH3:44][CH2:45][CH2:46][CH2:47][CH2:48][CH3:49].[c:6]1([P:7]([c:8]2[cH:9][cH:10][cH:11][cH:12][cH:13]2)[c:14]2[cH:15][cH:16][cH:17][cH:18][cH:19]2)[cH:20][cH:21][cH:22][cH:23][cH:24]1>>[Br:1][C:2]([Br:5])=[CH:42][CH:39]1[CH2:38][CH2:37][CH:36]([c:33]2[cH:32][cH:31][c:30]([CH2:25][CH2:26][CH2:27][CH2:28][CH3:29])[cH:35][cH:34]2)[CH2:41][CH2:40]1. Starting materials: CC1(OC2=C(C(=CC(=C2)C(C)CCCCCCCCCCCC)O)C=2C1=CC=NC2)C (5,5-dimethyl-10-hydroxy-8-(2-tetradecyl)-5H-[1]benzopyrano[3,4-d]pyridine), C(C)(=O)OC(C)=O (acetic anhydride). Solvent: N1=CC=CC=C1 (pyridine). The product is C(C)(=O)OC1=CC(=CC2=C1C=1C(=CC=NC1)C(O2)(C)C)C(C)CCCCCCCCCCCC (10-Acetoxy-5,5-dimethyl-8-(2-tetradecyl)-5H-[1]benzopyrano[3,4-d]pyridine). As a reaction SMILES: [CH3:1][C:2]1([CH3:31])[C:26]2=[CH:27][CH:28]=[N:29][CH:30]=[C:25]2[C:5]2[C:6]([OH:24])=[CH:7][C:8]([CH:10]([CH2:12][CH2:13][CH2:14][CH2:15][CH2:16][CH2:17][CH2:18][CH2:19][CH2:20][CH2:21][CH2:22][CH3:23])[CH3:11])=[CH:9][C:4]=2[O:3]1.[C:32](OC(=O)C)(=[O:34])[CH3:33]>N1C=CC=CC=1>[C:32]([O:24][C:6]1[C:5]2[C:25]3[C:26]([C:2]([CH3:1])([CH3:31])[O:3][C:4]=2[CH:9]=[C:8]([CH:10]([CH2:12][CH2:13][CH2:14][CH2:15][CH2:16][CH2:17][CH2:18][CH2:19][CH2:20][CH2:21][CH2:22][CH3:23])[CH3:11])[CH:7]=1)=[CH:27][CH:28]=[N:29][CH:30]=3)(=[O:34])[CH3:33]. Procedure: 10-Acetoxy-5,5-dimethyl-8-(2-tetradecyl)-5H-[1]benzopyrano[3,4-d]pyridine is prepared by reacting 5,5-dimethyl-10-hydroxy-8-(2-tetradecyl)-5H-[1]benzopyrano[3,4-d]pyridine and acetic anhydride in the presence of pyridine according to the method of Example 12.